Dataset: the Open Reaction Database (ORD), a public repository of structured organic reaction records. Task: describe an organic reaction: reactants, conditions, products, and yield Starting materials: N1C=C(C2=CC=CC=C12)C(C=CC1=CC=CC=C1)=O (1-(1H-indol-3-yl)-3-phenylprop-2-en-1-one), C(CC(=O)OCC)(=O)OCC (diethyl malonate). Product: N1C=C(C2=CC=CC=C12)C(CC(C1=CC=CC=C1)C(C(=O)OCC)C(=O)OCC)=O (diethyl 2-[3-(1H-indol-3-yl)-3-oxo-1-phenylpropyl]malonate). Reaction SMILES: [NH:1]1[C:9]2[C:4](=[CH:5][CH:6]=[CH:7][CH:8]=2)[C:3]([C:10](=[O:19])[CH:11]=[CH:12][C:13]2[CH:18]=[CH:17][CH:16]=[CH:15][CH:14]=2)=[CH:2]1.[C:20]([O:28][CH2:29][CH3:30])(=[O:27])[CH2:21][C:22]([O:24][CH2:25][CH3:26])=[O:23]>>[NH:1]1[C:9]2[C:4](=[CH:5][CH:6]=[CH:7][CH:8]=2)[C:3]([C:10](=[O:19])[CH2:11][CH:12]([CH:21]([C:22]([O:24][CH2:25][CH3:26])=[O:23])[C:20]([O:28][CH2:29][CH3:30])=[O:27])[C:13]2[CH:14]=[CH:15][CH:16]=[CH:17][CH:18]=2)=[CH:2]1. Procedure details: By a procedure similar to that of example 1.59.2, starting from 1-(1H-indol-3-yl)-3-phenylprop-2-en-1-one and diethyl malonate, diethyl 2-[3-(1H-indol-3-yl)-3-oxo-1-phenylpropyl]malonate was obtained as yellowish solid. The reactants are CC1(OCC(O1)C(C)O)C ((2,2-Dimethyl-[1,3]dioxolan-4-yl)-ethanol), C1(=CC=CC=C1)P(C1=CC=CC=C1)C1=CC=CC=C1 (triphenylphosphine), ON1C(C=2C(C1=O)=CC=CC2)=O (N-hydroxyphthalimide), CCOC(=O)/N=N/C(=O)OCC (diethylazodicarboxylate). The solvent is O1CCCC1 (tetrahydrofuran). Run at temperature 0 celsius, time 2 hour. Product: CC1(OCC(O1)CCON1C(C2=CC=CC=C2C1=O)=O)C (2-[2-(2,2-Dimethyl-[1,3]dioxolan-4-yl)-ethoxy]-isoindole-1,3-dione). Yield: 58.7%. RXN SMILES: [CH3:1][C:2]1([CH3:10])[O:6][CH:5]([CH:7](O)[CH3:8])[CH2:4][O:3]1.C1(P(C2C=CC=CC=2)C2C=CC=CC=2)C=CC=CC=1.[OH:30][N:31]1[C:35](=[O:36])[C:34]2=[CH:37][CH:38]=[CH:39][CH:40]=[C:33]2[C:32]1=[O:41].CCOC(/N=N/C(OCC)=O)=O>O1CCCC1>[CH3:10][C:2]1([CH3:1])[O:6][CH:5]([CH2:7][CH2:8][O:30][N:31]2[C:35](=[O:36])[C:34]3[C:33](=[CH:40][CH:39]=[CH:38][CH:37]=3)[C:32]2=[O:41])[CH2:4][O:3]1. Reported procedure: To a vigorously stirring suspension of 1,2,4-butanetriol (5.8 g, 54.6 mmol) in dichloromethane (20 mL) was added 2,2-dimethoxypropane (6.8 mL, 54.6 mmol) and catalytic p-toluenesulfonic acid. After 5 minutes, the solution became homogenous and was allowed to stir for an additional 30 minutes. The reaction mixture was then concentrated in vacuo to afford (2,2-Dimethyl-[1,3]dioxolan-4-yl)-ethanol (7.72 g, 96.7%). To a stirring solution of (2,2-Dimethyl-[1,3]dioxolan-4-yl)-ethanol (6.95 g, 47.5 mmo... The reactants are CC(=O)N1CCN(c2ccc(Nc3ncc(C(N)=O)c(NCC4CCNCC4)n3)cc2)CC1, [BH3-]C#N, CO, [Na+]. Product: CC(=O)N1CCN(c2ccc(Nc3ncc(C(N)=O)c(NCC4CCN(C)CC4)n3)cc2)CC1. As a reaction SMILES: [C:1]([CH3:2])(=[O:3])[N:4]1[CH2:5][CH2:6][N:7]([c:10]2[cH:11][cH:12][c:13]([NH:16][c:17]3[n:18][cH:19][c:20]([C:31](=[O:32])[NH2:33])[c:21]([NH:23][CH2:24][CH:25]4[CH2:26][CH2:27][NH:28][CH2:29][CH2:30]4)[n:22]3)[cH:14][cH:15]2)[CH2:8][CH2:9]1.[C:34]([BH3-:35])#[N:36].[CH3:38][OH:39].[Na+:37]>>[C:1]([CH3:2])(=[O:3])[N:4]1[CH2:5][CH2:6][N:7]([c:10]2[cH:11][cH:12][c:13]([NH:16][c:17]3[n:18][cH:19][c:20]([C:31](=[O:32])[NH2:33])[c:21]([NH:23][CH2:24][CH:25]4[CH2:26][CH2:27][N:28]([CH3:34])[CH2:29][CH2:30]4)[n:22]3)[cH:14][cH:15]2)[CH2:8][CH2:9]1. Reactants: C(C)(=O)C1=CC(=C(C(=C1)Cl)NC1=NC2=C(C=3C(NC=CC13)=O)C=C(C=C2)Br)Cl (5-[(4-acetyl-2,6-dichlorophenyl)amino]-9-bromobenzo[c]-2,6-naphthyridin-1(2H)-one), [BH4-].[Na+] (sodium borohydride). Solvent: CO (methanol). Run at time 30 minute. Yields the product BrC1=CC2=C(N=C(C=3C=CNC(C23)=O)NC2=C(C=C(C=C2Cl)C(C)O)Cl)C=C1 (9-Bromo-5-{[2,6-dichloro-4-(1-hydroxyethyl)phenyl]amino}benzo[c]-2,6-naphthyridin-1(2H)-one). As a reaction SMILES: [C:1]([C:4]1[CH:9]=[C:8]([Cl:10])[C:7]([NH:11][C:12]2[C:21]3[CH:20]=[CH:19][NH:18][C:17](=[O:22])[C:16]=3[C:15]3[CH:23]=[C:24]([Br:27])[CH:25]=[CH:26][C:14]=3[N:13]=2)=[C:6]([Cl:28])[CH:5]=1)(=[O:3])[CH3:2].[BH4-].[Na+]>CO>[Br:27][C:24]1[CH:25]=[CH:26][C:14]2[N:13]=[C:12]([NH:11][C:7]3[C:6]([Cl:28])=[CH:5][C:4]([CH:1]([OH:3])[CH3:2])=[CH:9][C:8]=3[Cl:10])[C:21]3[CH:20]=[CH:19][NH:18][C:17](=[O:22])[C:16]=3[C:15]=2[CH:23]=1 |f:1.2|. Procedure: To a solution of 5-[(4-acetyl-2,6-dichlorophenyl)amino]-9-bromobenzo[c]-2,6-naphthyridin-1(2H)-one (700 mg, 1.47 mmol) in methanol (10 mL) was added sodium borohydride (444 mg, 11.7 mmol) at 0° C. and the reaction mixture was stirred for 30 min. The solution was extracted with EtOAc and water, dried over MgSO4, filtered, and concentrated to afford the crude material. Purification by column chromatography on silica gel (100% CH2Cl2 to 70% CH2Cl2/30% MeOH) afforded the title compound. The reactants are CCO, Cl, Cc1cc(C)c(COc2cccnc2N)c(C)c1, CCOC(=N)Cc1ccccc1. Product: Cl, Cc1cc(C)c(COc2cccnc2NC(=N)Cc2ccccc2)c(C)c1. Reaction SMILES: [CH3:32][CH2:33][OH:34].[ClH:19].[NH2:1][c:2]1[n:3][cH:4][cH:5][cH:6][c:7]1[O:8][CH2:9][c:10]1[c:11]([CH3:18])[cH:12][c:13]([CH3:17])[cH:14][c:15]1[CH3:16].[c:20]1([CH2:26][C:27]([O:28][CH2:29][CH3:30])=[NH:31])[cH:21][cH:22][cH:23][cH:24][cH:25]1>>[ClH:19].[NH:1]([c:2]1[n:3][cH:4][cH:5][cH:6][c:7]1[O:8][CH2:9][c:10]1[c:11]([CH3:18])[cH:12][c:13]([CH3:17])[cH:14][c:15]1[CH3:16])[C:27]([CH2:26][c:20]1[cH:21][cH:22][cH:23][cH:24][cH:25]1)=[NH:31].